Dataset: the Open Reaction Database (ORD), a public repository of structured organic reaction records. Task: describe an organic reaction: reactants, conditions, products, and yield Starting materials: Br (hydrobromide), CC1=C(C=2C(=NC=CC2)N1)C (2,3-dimethylpyrrolo[2,3-b]pyridine), COC=1C=C(C(CBr)=O)C=CC1 (m-methoxyphenacyl bromide), pure product. The product is CC1=C(C=2C(N(C=CC2)CC(=O)C2=CC(=CC=C2)OC)=N1)C (2,3-Dimethyl-7- (m-methoxyphenacyl)pyrrolo[2,3-b]pyridine). As a reaction SMILES: [CH3:1][C:2]1[NH:10][C:5]2=[N:6][CH:7]=[CH:8][CH:9]=[C:4]2[C:3]=1[CH3:11].[CH3:12][O:13][C:14]1[CH:15]=[C:16]([CH:21]=[CH:22][CH:23]=1)[C:17](=[O:20])[CH2:18]Br.Br>>[CH3:1][C:2]1[N:10]=[C:5]2[N:6]([CH2:18][C:17]([C:16]3[CH:21]=[CH:22][CH:23]=[C:14]([O:13][CH3:12])[CH:15]=3)=[O:20])[CH:7]=[CH:8][CH:9]=[C:4]2[C:3]=1[CH3:11]. Procedure details: The title compound was prepared on a 0.9 mmol scale fr 2,3-dimethylpyrrolo[2,3-b]pyridine and m-methoxyphenacyl bromide in the same manner as described in example 27 giving 228 mg (70%) pure product as the hydrobromide. Reactants: C, COC(=O)c1cc(N2CCC(NC(=O)OCc3ccccc3)C(OC)C2)ccn1, CCO, [H][H], [Pd]. The product is COC(=O)c1cc(N2CCC(N)C(OC)C2)ccn1. RXN SMILES: [C:35].[CH2:1]([O:2][C:3](=[O:4])[NH:11][CH:12]1[CH:13]([O:28][CH3:29])[CH2:14][N:15]([c:18]2[cH:19][c:20]([C:24](=[O:25])[O:26][CH3:27])[n:21][cH:22][cH:23]2)[CH2:16][CH2:17]1)[c:5]1[cH:6][cH:7][cH:8][cH:9][cH:10]1.[CH3:32][CH2:33][OH:34].[H:30][H:31].[Pd:36]>>[NH2:11][CH:12]1[CH:13]([O:28][CH3:29])[CH2:14][N:15]([c:18]2[cH:19][c:20]([C:24](=[O:25])[O:26][CH3:27])[n:21][cH:22][cH:23]2)[CH2:16][CH2:17]1. The reactants are S1C(=CC=C1)C(C(=O)OC)(O)C=1SC=CC1 (methyl di-(2-thienyl)glycolate), CN1[C@@H]2CC(C[C@H]1[C@H]3[C@@H]2O3)O (scopine), [Na] (sodium). Solvent: C1(=CC=CC=C1)C (toluene). Reaction conditions: time 5 hour. Product: CN1[C@@H]2CC(C[C@H]1[C@H]3[C@@H]2O3)OC(=O)C(C4=CC=CS4)(C5=CC=CS5)O (Scopine di-(2-thienyl)glycolate). As a reaction SMILES: [S:1]1[CH:5]=[CH:4][CH:3]=[C:2]1[C:6]([C:12]1[S:13][CH:14]=[CH:15][CH:16]=1)([OH:11])[C:7]([O:9][CH3:10])=[O:8].[CH3:17][N:18]1[C@@H:23]2[C@@H:24]3[O:26][C@@H:25]3[C@H:19]1[CH2:20]C(O)[CH2:22]2.[Na]>C1(C)C=CC=CC=1>[CH3:17][N:18]1[C@@H:23]2[C@@H:24]3[O:26][C@@H:25]3[C@H:19]1[CH2:20][CH:10]([O:9][C:7]([C:6]([OH:11])([C:12]1[S:13][CH:14]=[CH:15][CH:16]=1)[C:2]1[S:1][CH:5]=[CH:4][CH:3]=1)=[O:8])[CH2:22]2 |^1:27|. Reported procedure: 50.87 g (0.2 mole) of methyl di-(2-thienyl)glycolate and 31.04 g (0.2 mole) of scopine are dissolved in 100 ml of absolute toluene and reacted at a bath temperature of 90° C. with addition of 1.65 g (0.071 gram atom) of sodium in several portions. The resulting methanol is distilled off at a reaction mixture temperature of 78°-90° C. under a pressure of 500 mbar. After a reaction time of about 5 hours, the reaction mixture is stirred into a mixture of ice and hydrochloric acid. The acid phase is... Reaction SMILES: [C:32]([O:33][c:35]1[cH:36][cH:37][c:38]([N+:39]([O-:40])=[O:41])[cH:42][cH:51]1)(=[O:34])[O:43][CH2:44][c:45]1[cH:46][n:47][cH:48][cH:49][cH:50]1.[Cl:52][CH2:53][Cl:54].[NH2:1][c:2]1[c:3]([O:24][CH3:25])[cH:4][c:5](-[c:8]2[cH:9][n:10]([CH:18]3[CH2:19][CH2:20][O:21][CH2:22][CH2:23]3)[c:11]3[n:12][cH:13][n:14][c:15]([NH2:17])[c:16]23)[cH:6][cH:7]1.[cH:26]1[cH:27][cH:28][n:29][cH:30][cH:31]1>>[NH:1]([c:2]1[c:3]([O:24][CH3:25])[cH:4][c:5](-[c:8]2[cH:9][n:10]([CH:18]3[CH2:19][CH2:20][O:21][CH2:22][CH2:23]3)[c:11]3[n:12][cH:13][n:14][c:15]([NH2:17])[c:16]23)[cH:6][cH:7]1)[C:32](=[O:33])[O:43][CH2:44][c:45]1[cH:46][n:47][cH:48][cH:49][cH:50]1. The product is COc1cc(-c2cn(C3CCOCC3)c3ncnc(N)c23)ccc1NC(=O)OCc1cccnc1. Reactants: O=C(OCc1cccnc1)Oc1ccc([N+](=O)[O-])cc1, ClCCl, COc1cc(-c2cn(C3CCOCC3)c3ncnc(N)c23)ccc1N, c1ccncc1.